Dataset: the Open Reaction Database (ORD), a public repository of structured organic reaction records. Task: describe an organic reaction: reactants, conditions, products, and yield The reactants are O=c1[nH]ccc2cc(Br)ccc12, CN(C)C=O, CC(C)I, [H-], [Na+], O. The product is CC(C)n1ccc2cc(Br)ccc2c1=O. Reaction SMILES: [Br:8][c:9]1[cH:10][c:11]2[cH:12][cH:13][nH:14][c:15](=[O:19])[c:16]2[cH:17][cH:18]1.[CH3:3][N:4]([CH3:5])[CH:6]=[O:7].[CH:20]([CH3:21])([CH3:22])[I:23].[H-:1].[Na+:2].[OH2:24]>>[Br:8][c:9]1[cH:10][c:11]2[cH:12][cH:13][n:14]([CH:20]([CH3:21])[CH3:22])[c:15](=[O:19])[c:16]2[cH:17][cH:18]1. The reactants are NC(CC(C(=O)OCC)C)C1=C(C=CC=C1OC)OC (ethyl 4-amino-4-(2,6-dimethoxyphenyl)-2-methylbutanoate), ClC=1C=C(C=O)C=C(C1)C1=NC=CC=C1 (3-chloro-5-(pyridin-2-yl)benzaldehyde). Yields the product ClC=1C=C(CN2C(C(CC2C2=C(C=CC=C2OC)OC)C)=O)C=C(C1)C1=NC=CC=C1 (1-(3-chloro-5-(pyridin-2-yl)benzyl)-5-(2,6-dimethoxyphenyl)-3-methylpyrrolidin-2-one). Reaction SMILES: [NH2:1][CH:2]([C:11]1[C:16]([O:17][CH3:18])=[CH:15][CH:14]=[CH:13][C:12]=1[O:19][CH3:20])[CH2:3][CH:4]([CH3:10])[C:5]([O:7]CC)=O.[Cl:21][C:22]1[CH:23]=[C:24]([CH:27]=[C:28]([C:30]2[CH:35]=[CH:34][CH:33]=[CH:32][N:31]=2)[CH:29]=1)[CH:25]=O>>[Cl:21][C:22]1[CH:23]=[C:24]([CH:27]=[C:28]([C:30]2[CH:35]=[CH:34][CH:33]=[CH:32][N:31]=2)[CH:29]=1)[CH2:25][N:1]1[CH:2]([C:11]2[C:12]([O:19][CH3:20])=[CH:13][CH:14]=[CH:15][C:16]=2[O:17][CH3:18])[CH2:3][CH:4]([CH3:10])[C:5]1=[O:7]. Reported procedure: Prepared according to the described general procedure 2 (GP2) by reaction of ethyl 4-amino-4-(2,6-dimethoxyphenyl)-2-methylbutanoate with 3-chloro-5-(pyridin-2-yl)benzaldehyde. Subsequent purification by preparative HPLC afforded the target compound. LC-MS (conditions A): tR=0.76 min.; [M+H]+: 437.09 g/mol. The yield is 152.1%. Product: COCC(C)OC(=O)C1=C(C=CC=C1)S(=O)(=O)Cl (2-(1-methoxy-2-propoxycarbonyl)benzenesulfonyl chloride). Run in CN(C=O)C (N,N-dimethylformamide). Procedure: In 15 ml of N,N-dimethylformamide, 9.2 g of o-sulfobenzoic anhydride was dissolved, and 5.0 g of 1-methoxy-2-propanol was added dropwise thereto with stirring at room temperature. After heating at 70° C. for 1 hour and cooling to room temperature, 11.5 g of phosphorus oxychloride was further added dropwise, followed by stirring at room temperature for 6 hours. The reaction mixture was poured on 100 ml of ice water, and extracted with two 50 ml portions of ethyl acetate. After washing with an aqu... Reaction SMILES: S(C1C=CC=C[C:6]=1[C:7]([O:9][C:10](=[O:21])[C:11]1[CH:16]=[CH:15][CH:14]=[CH:13][C:12]=1[S:17]([OH:20])(=[O:19])=O)=O)(O)(=O)=O.[CH3:26][O:27][CH2:28]C(O)C.P(Cl)(Cl)([Cl:34])=O>CN(C)C=O>[CH3:26][O:27][CH2:28][CH:7]([O:9][C:10]([C:11]1[CH:16]=[CH:15][CH:14]=[CH:13][C:12]=1[S:17]([Cl:34])(=[O:19])=[O:20])=[O:21])[CH3:6]. Starting materials: ice water, COCC(C)O (1-methoxy-2-propanol), P(=O)(Cl)(Cl)Cl (phosphorus oxychloride), S(=O)(=O)(O)C1=C(C(=O)OC(C2=C(C=CC=C2)S(=O)(=O)O)=O)C=CC=C1 (o-sulfobenzoic anhydride).